Task: describe an organic reaction: reactants, conditions, products, and yield. Dataset: the Open Reaction Database (ORD), a public repository of structured organic reaction records Starting materials: C(C)(C)(C)OC(=O)N1CCC(=CC1)C1=NC(=CC=C1)N1C(C=2N(CC1)N=C(C2)COC2=CC=CC=C2)=O (6-(4-oxo-2-phenoxymethyl-6,7-dihydro-4H-pyrazolo[1,5-a]pyrazin-5-yl)-3′,6′-dihydro-2′H-[2,4′]bipyridinyl-1′-carboxylic acid tert-butyl ester), C(=O)[O-].[NH4+] (ammonium formate). The reagents and catalysts are [Pd] (Palladium on charcoal). The solvent is CO (MeOH). Conditions: temperature 80 celsius, time 30 minute. The product is C(C)(C)(C)OC(=O)N1CCC(CC1)C1=NC(=CC=C1)N1C(C=2N(CC1)N=C(C2)COC2=CC=CC=C2)=O (6-(4-oxo-2-phenoxymethyl-6,7-dihydro-4H-pyrazolo[1,5-a]pyrazin-5-yl)-3′,4′,5′,6′-tetrahydro-2′H-[2,4′]bipyridinyl-1′-carboxylic acid tert-butyl ester). Isolated yield 87.4%. RXN SMILES: [C:1]([O:5][C:6]([N:8]1[CH2:13][CH:12]=[C:11]([C:14]2[CH:19]=[CH:18][CH:17]=[C:16]([N:20]3[CH2:25][CH2:24][N:23]4[N:26]=[C:27]([CH2:29][O:30][C:31]5[CH:36]=[CH:35][CH:34]=[CH:33][CH:32]=5)[CH:28]=[C:22]4[C:21]3=[O:37])[N:15]=2)[CH2:10][CH2:9]1)=[O:7])([CH3:4])([CH3:3])[CH3:2].C([O-])=O.[NH4+]>[Pd].CO>[C:1]([O:5][C:6]([N:8]1[CH2:13][CH2:12][CH:11]([C:14]2[CH:19]=[CH:18][CH:17]=[C:16]([N:20]3[CH2:25][CH2:24][N:23]4[N:26]=[C:27]([CH2:29][O:30][C:31]5[CH:36]=[CH:35][CH:34]=[CH:33][CH:32]=5)[CH:28]=[C:22]4[C:21]3=[O:37])[N:15]=2)[CH2:10][CH2:9]1)=[O:7])([CH3:4])([CH3:2])[CH3:3] |f:1.2|. Procedure details: 10% Palladium on charcoal (11 mg, 0.01 mmol) was added to a stirred suspension of 6-(4-oxo-2-phenoxymethyl-6,7-dihydro-4H-pyrazolo[1,5-a]pyrazin-5-yl)-3′,6′-dihydro-2′H-[2,4′]bipyridinyl-1′-carboxylic acid tert-butyl ester (51 mg, 0.10 mmol) and ammonium formate (38 mg, 0.61 mmol) in MeOH (0.5 mL) in a sealed tube and under nitrogen. The mixture was stirred at 80° C. for 30 minutes. The mixture was filtered through a pad of diatomaceous earth and washed with DCM. The filtrate was treated with br... Starting materials: CCCCCCCCCCCCCCCC(=O)OC(CCCCCCCCCCCCCC)C(=O)NC(C(=O)O)C(C)C, NC(CCC(=O)OCc1ccccc1)C(=O)OCc1ccccc1. Product: CCCCCCCCCCCCCCCC(=O)OC(CCCCCCCCCCCCCC)C(=O)NC(C(=O)NC(CCC(=O)OCc1ccccc1)C(=O)OCc1ccccc1)C(C)C. As a reaction SMILES: [C:1]([CH2:2][CH2:3][CH2:4][CH2:5][CH2:6][CH2:7][CH2:8][CH2:9][CH2:10][CH2:11][CH2:12][CH2:13][CH2:14][CH2:15][CH3:16])(=[O:17])[O:18][CH:19]([C:20](=[O:21])[NH:22][CH:23]([CH:24]([CH3:25])[CH3:26])[C:27](=[O:28])[OH:29])[CH2:30][CH2:31][CH2:32][CH2:33][CH2:34][CH2:35][CH2:36][CH2:37][CH2:38][CH2:39][CH2:40][CH2:41][CH2:42][CH3:43].[NH2:44][CH:45]([CH2:46][CH2:47][C:48](=[O:49])[O:50][CH2:51][c:52]1[cH:53][cH:54][cH:55][cH:56][cH:57]1)[C:58](=[O:59])[O:60][CH2:61][c:62]1[cH:63][cH:64][cH:65][cH:66][cH:67]1>>[C:1]([CH2:2][CH2:3][CH2:4][CH2:5][CH2:6][CH2:7][CH2:8][CH2:9][CH2:10][CH2:11][CH2:12][CH2:13][CH2:14][CH2:15][CH3:16])(=[O:17])[O:18][CH:19]([C:20](=[O:21])[NH:22][CH:23]([CH:24]([CH3:25])[CH3:26])[C:27](=[O:29])[NH:44][CH:45]([CH2:46][CH2:47][C:48](=[O:49])[O:50][CH2:51][c:52]1[cH:53][cH:54][cH:55][cH:56][cH:57]1)[C:58](=[O:59])[O:60][CH2:61][c:62]1[cH:63][cH:64][cH:65][cH:66][cH:67]1)[CH2:30][CH2:31][CH2:32][CH2:33][CH2:34][CH2:35][CH2:36][CH2:37][CH2:38][CH2:39][CH2:40][CH2:41][CH2:42][CH3:43]. Starting materials: [BH4-], CCCCCC(=O)C=Cc1ccc(CCCCCCCC(=O)OC)s1, CO, Cl, [Na+], O. Product: CCCCCC(O)C=Cc1ccc(CCCCCCCC(=O)OC)s1. RXN SMILES: [BH4-:26].[CH3:1][O:2][C:3]([CH2:4][CH2:5][CH2:6][CH2:7][CH2:8][CH2:9][CH2:10][c:11]1[s:12][c:13]([CH:16]=[CH:17][C:18]([CH2:19][CH2:20][CH2:21][CH2:22][CH3:23])=[O:24])[cH:14][cH:15]1)=[O:25].[CH3:29][OH:30].[ClH:28].[Na+:27].[OH2:31]>>[CH3:1][O:2][C:3]([CH2:4][CH2:5][CH2:6][CH2:7][CH2:8][CH2:9][CH2:10][c:11]1[s:12][c:13]([CH:16]=[CH:17][CH:18]([CH2:19][CH2:20][CH2:21][CH2:22][CH3:23])[OH:24])[cH:14][cH:15]1)=[O:25]. The reactants are IC1=C(C=C(C(=O)C2=CC=CC=C2)C=C1)[N+](=O)[O-] (4-iodo-3-nitro-benzophenone), S(=O)([O-])S(=O)[O-].[Na+].[Na+] (sodium dithionite), N1=CC=CC=C1 (pyridine). Solvent: O (water). Run at temperature 40 celsius. Yields the product NC=1C=C(C(=O)C2=CC=CC=C2)C=CC1I (3-amino-4-iodo-benzophenone). As a reaction SMILES: [I:1][C:2]1[CH:15]=[CH:14][C:5]([C:6]([C:8]2[CH:13]=[CH:12][CH:11]=[CH:10][CH:9]=2)=[O:7])=[CH:4][C:3]=1[N+:16]([O-])=O.S(S([O-])=O)([O-])=O.[Na+].[Na+].N1C=CC=CC=1>O>[NH2:16][C:3]1[CH:4]=[C:5]([CH:14]=[CH:15][C:2]=1[I:1])[C:6]([C:8]1[CH:13]=[CH:12][CH:11]=[CH:10][CH:9]=1)=[O:7] |f:1.2.3|. Reported procedure: A mixture of 5.0 g (14 mmol) of 4-iodo-3-nitro-benzophenone, 7.5 g (42 mmol) of sodium dithionite, 40 ml of pyridine and 15 ml of water is heated to 40° C. for 2 hours. Then the mixture is concentrated in vacuo, combined with ice water and extracted with ethyl acetate. The organic phase is dried with sodium sulphate and the solvent is distilled off in vacuo. Reactants: CC(C)(C)N1CCCC1C(=O)[NH+]([O-])CC(O)C(Cc1ccccc1)NC(=O)C(CC(N)=O)NC(=O)c1ccc2ccccc2n1, ClCCl, O=C(OO)c1cccc(Cl)c1. The product is CC(C)(C)N1CCCC1C(=O)[NH+]([O-])CC(O)C(Cc1ccccc1)NC(=O)C(CC(N)=O)NC(=O)c1ccc2ccccc2[n+]1[O-]. As a reaction SMILES: [C:1]([CH3:2])([CH3:3])([CH3:4])[N:5]1[CH:6]([C:7](=[O:8])[NH+:9]([CH2:10][CH:11]([CH:12]([CH2:13][c:14]2[cH:15][cH:16][cH:17][cH:18][cH:19]2)[NH:20][C:21]([CH:22]([NH:23][C:24](=[O:25])[c:26]2[n:27][c:28]3[cH:29][cH:30][cH:31][cH:32][c:33]3[cH:34][cH:35]2)[CH2:36][C:37]([NH2:38])=[O:39])=[O:40])[OH:41])[O-:42])[CH2:43][CH2:44][CH2:45]1.[Cl:57][CH2:58][Cl:59].[OH:46][O:47][C:48]([c:49]1[cH:50][c:51]([Cl:52])[cH:53][cH:54][cH:55]1)=[O:56]>>[C:1]([CH3:2])([CH3:3])([CH3:4])[N:5]1[CH:6]([C:7](=[O:8])[NH+:9]([CH2:10][CH:11]([CH:12]([CH2:13][c:14]2[cH:15][cH:16][cH:17][cH:18][cH:19]2)[NH:20][C:21]([CH:22]([NH:23][C:24](=[O:25])[c:26]2[n+:27]([O-:46])[c:28]3[cH:29][cH:30][cH:31][cH:32][c:33]3[cH:34][cH:35]2)[CH2:36][C:37]([NH2:38])=[O:39])=[O:40])[OH:41])[O-:42])[CH2:43][CH2:44][CH2:45]1. Starting materials: BrC=1C=C(C=C(C1OC1=CC(=C(C=C1)O)C(C)C)Br)CC(=O)O (3,5-Dibromo-4-(4-hydroxy-3-isopropylphenoxy)phenylacetic acid), S(=O)(Cl)Cl (thionyl chloride). Run in C1(=CC=CC=C1)C (toluene). Product: BrC=1C=C(C=C(C1OC1=CC(=C(C=C1)O)C(C)C)Br)CC(=O)Cl (3,5-dibromo-4-(4-hydroxy-3-isopropyl-phenoxy)phenylacetyl chloride). RXN SMILES: [Br:1][C:2]1[CH:3]=[C:4]([CH2:20][C:21]([OH:23])=O)[CH:5]=[C:6]([Br:19])[C:7]=1[O:8][C:9]1[CH:14]=[CH:13][C:12]([OH:15])=[C:11]([CH:16]([CH3:18])[CH3:17])[CH:10]=1.S(Cl)([Cl:26])=O>C1(C)C=CC=CC=1>[Br:1][C:2]1[CH:3]=[C:4]([CH2:20][C:21]([Cl:26])=[O:23])[CH:5]=[C:6]([Br:19])[C:7]=1[O:8][C:9]1[CH:14]=[CH:13][C:12]([OH:15])=[C:11]([CH:16]([CH3:18])[CH3:17])[CH:10]=1. Procedure: 3,5-Dibromo-4-(4-hydroxy-3-isopropylphenoxy)phenylacetic acid (444 mg) was mixed with 10 ml thionyl chloride and heated at reflux for 3 h. The reaction mixture was co-evaporated with toluene to give the crude 3,5-dibromo-4-(4-hydroxy-3-isopropyl-phenoxy)phenylacetyl chloride. N,O-bis(trimethylsilyl)acetamide (670 mg) was added at 0° C., under nitrogen atmosphere, to a mixture of D-Aspargine (225 mg) and 10 ml acetonitrile. The reaction mixture was further stirred at room temperature and a soluti...